This data is from the Open Reaction Database (ORD), a public repository of structured organic reaction records. The task is: describe an organic reaction: reactants, conditions, products, and yield The reactants are CCC(=C)CC\C=C(/C)\CCC=C(C)C ((E)-β-farnesene), CCC(=C)CC\C=C(/C)\CCC=C(C)C ((E)-β-farnesene), C(#C)C(=O)C (methyl ethynyl ketone). Conditions: temperature 150 celsius. The product is C(C)(=O)C1CCC(=CC1)CCC=C(CCC=C(C)C)C (1-acetyl-4-(4,8-dimethyl-3,7-nonadienyl)-cyclohex-4-ene). Yield: 50.0%. RXN SMILES: [CH3:1][CH2:2][C:3]([CH2:5][CH2:6]/[CH:7]=[C:8](/[CH2:10][CH2:11][CH:12]=[C:13]([CH3:15])[CH3:14])\[CH3:9])=[CH2:4].[C:16]([C:18]([CH3:20])=[O:19])#[CH:17]>>[C:18]([CH:16]1[CH2:17][CH:4]=[C:3]([CH2:5][CH2:6][CH:7]=[C:8]([CH3:9])[CH2:10][CH2:11][CH:12]=[C:13]([CH3:14])[CH3:15])[CH2:2][CH2:1]1)(=[O:19])[CH3:20]. Procedure details: The (E)-β-farnesene-containing product of Example 1 (6.0 g) and methyl ethynyl ketone (1.5 g) are heated together at 150° C. for 16 hours. The mixture is then distilled under reduced pressure to give 1-acetyl-4-(4,8-dimethyl-3,7-nonadienyl)-cyclohex-4-ene as a pale yellow oil (2.3 g, 50%); b.p. 130°-140° C./0.2τ, nD20 1.4998; M+ (m/z as % of base peak): 274 (3.0; δ(CCl4) 1.70 (m, 9H), 2.00-2.80 (m, 15H), 2.22 (s, 3H), 5.20 (m, 2H), 5.50 (br, t, 1H). Reactants: O=C=O (effective_coupling_partner), COC(=O)c2cc1ccccc1cc2OC(=O)C(C)(C)C (substrate). The reagents and catalysts are dppf. Reaction conditions: temperature 80 celsius, time 48 hour. Product: COC(=O)c2cc1ccccc1cc2C(=O)O. Starting materials: C1CCC2=NCCCN2CC1, COC(=O)CCCC(Br)C1CC2C(CC(O)C2C=CC(O)CCCCCCl)O1, Cc1ccccc1, Cl, O=P([O-])([O-])[O-]. Yields the product COC(=O)CCCC=C1CC2C(CC(O)C2C=CC(O)CCCCCCl)O1. Reaction SMILES: [CH2:1]1[CH2:2][CH2:3][C:4]2=[N:9][CH2:8][CH2:7][CH2:6][N:5]2[CH2:10][CH2:11]1.[CH3:12][O:13][C:14]([CH2:15][CH2:16][CH2:17][CH:18]([CH:19]1[CH2:20][CH:21]2[CH:22]([CH2:23][CH:24]([OH:36])[CH:25]2[CH:26]=[CH:27][CH:28]([CH2:29][CH2:30][CH2:31][CH2:32][CH2:33][Cl:34])[OH:35])[O:37]1)[Br:38])=[O:39].[CH3:46][c:47]1[cH:48][cH:49][cH:50][cH:51][cH:52]1.[ClH:40].[O-:41][P:42](=[O:43])([O-:44])[O-:45]>>[CH3:12][O:13][C:14]([CH2:15][CH2:16][CH2:17][CH:18]=[C:19]1[CH2:20][CH:21]2[CH:22]([CH2:23][CH:24]([OH:36])[CH:25]2[CH:26]=[CH:27][CH:28]([CH2:29][CH2:30][CH2:31][CH2:32][CH2:33][Cl:34])[OH:35])[O:37]1)=[O:39]. The reactants are N(=[N+]=[N-])C=1C(=NC=CC1)C#N (3-azido-2-cyanopyridine). Reagents/catalysts: [Pd] (palladium on carbon). Solvent: C(C)O (ethanol). Conditions: time 18 hour. The product is NC=1C(=NC=CC1)C#N (3-Amino-2-cyanopyridine). Yield: 98.4%. RXN SMILES: [N:1]([C:4]1[C:5]([C:10]#[N:11])=[N:6][CH:7]=[CH:8][CH:9]=1)=[N+]=[N-]>C(O)C.[Pd]>[NH2:1][C:4]1[C:5]([C:10]#[N:11])=[N:6][CH:7]=[CH:8][CH:9]=1. Reported procedure: A solution of 3-azido-2-cyanopyridine (1.44 g, 9.9 mmol) in ethanol (100 ml) was hydrogenated over palladium on carbon (10%, 50 mg) at room temperature and 3.5 p.s.i for 18 h. The catalyst was filtered off over Celite and the filtrate was concentrated to leave the product (1.16 g). 1H NMR (d6-DMSO) 7.87 (1H, d), 7.33 (1H, dd), 7.22 (1H, d), 6.28 (2H, s). Product: COC(=O)C(Cc1ccc(-c2ccc(C#N)cc2)cc1)NC(=O)C1Cc2cc3c(cc2CN1C(=O)OC(C)(C)C)OC(c1ccc(OCc2ccc(Cl)c(Cl)c2)cc1)C(=O)N3C. As a reaction SMILES: [C:1]([CH3:2])([CH3:3])([CH3:4])[O:5][C:6](=[O:7])[N:8]1[CH2:9][c:10]2[cH:11][c:12]3[c:17]([cH:18][c:19]2[CH2:20][CH:21]1[C:22](=[O:23])[OH:24])[N:16]([CH3:25])[C:15](=[O:26])[CH:14]([c:27]1[cH:28][cH:29][c:30]([O:33][CH2:34][c:35]2[cH:36][c:37]([Cl:42])[c:38]([Cl:41])[cH:39][cH:40]2)[cH:31][cH:32]1)[O:13]3.[CH3:44][O:45][C:46]([CH:47]([CH2:48][c:49]1[cH:50][cH:51][c:52](-[c:55]2[cH:56][cH:57][c:58]([C:61]#[N:62])[cH:59][cH:60]2)[cH:53][cH:54]1)[NH2:63])=[O:64].[ClH:43]>>[C:1]([CH3:2])([CH3:3])([CH3:4])[O:5][C:6](=[O:7])[N:8]1[CH2:9][c:10]2[cH:11][c:12]3[c:17]([cH:18][c:19]2[CH2:20][CH:21]1[C:22](=[O:23])[NH:63][CH:47]([C:46]([O:45][CH3:44])=[O:64])[CH2:48][c:49]1[cH:50][cH:51][c:52](-[c:55]2[cH:56][cH:57][c:58]([C:61]#[N:62])[cH:59][cH:60]2)[cH:53][cH:54]1)[N:16]([CH3:25])[C:15](=[O:26])[CH:14]([c:27]1[cH:28][cH:29][c:30]([O:33][CH2:34][c:35]2[cH:36][c:37]([Cl:42])[c:38]([Cl:41])[cH:39][cH:40]2)[cH:31][cH:32]1)[O:13]3. Starting materials: CN1C(=O)C(c2ccc(OCc3ccc(Cl)c(Cl)c3)cc2)Oc2cc3c(cc21)CC(C(=O)O)N(C(=O)OC(C)(C)C)C3, COC(=O)C(N)Cc1ccc(-c2ccc(C#N)cc2)cc1, Cl.